This data is from the Open Reaction Database (ORD), a public repository of structured organic reaction records. The task is: describe an organic reaction: reactants, conditions, products, and yield Reactants: OC1=C2C(=NC=C1C(=O)OCC)SC(=C2)I (Ethyl 4-hydroxy-2-iodothieno[2,3-b]pyridine-5-carboxylate), O (H2O), Cl (HCl). The solvent is [OH-].[Na+] (NaOH). Product: OC1=C2C(=NC=C1C(=O)O)SC(=C2)I (4-hydroxy-2-iodothieno[2,3-b]pyridine-5-carboxylic acid). The yield is 93.6%. RXN SMILES: [OH:1][C:2]1[C:7]([C:8]([O:10]CC)=[O:9])=[CH:6][N:5]=[C:4]2[S:13][C:14]([I:16])=[CH:15][C:3]=12.O.Cl>[OH-].[Na+]>[OH:1][C:2]1[C:7]([C:8]([OH:10])=[O:9])=[CH:6][N:5]=[C:4]2[S:13][C:14]([I:16])=[CH:15][C:3]=12 |f:3.4|. Reported procedure: Mercuric oxide (7.10 g) and iodine (8.32 g) are added portion-wise to a solution of ethyl 4-hydroxythieno[2,3-b]pyridine-5-carboxylate (J. Heterocyclic Chem. 1977, 14, 807) (5.22 g) in CHCl3 (90 mL). The reaction is stirred at rt for 18 h. The reaction mixture is filtered, and the solid is washed with CHCl3 (400 mL). The organic layer is washed with H2O (200 mL), dried with MgSO4, filtered, and concentrated in vacuo. The resulting orange solid is purified by column chromatography (CH2Cl2:heptane... Starting materials: CC(C)(C)OC(=O)N1CCC(NC(=O)CCl)C(O)C1, [H-], [Na+], C1CCOC1. The product is CC(C)(C)OC(=O)N1CCC2NC(=O)COC2C1. As a reaction SMILES: [C:1]([CH3:2])([CH3:3])([CH3:4])[O:5][C:6](=[O:7])[N:8]1[CH2:9][CH:10]([OH:19])[CH:11]([NH:14][C:15]([CH2:16][Cl:17])=[O:18])[CH2:12][CH2:13]1.[H-:20].[Na+:21].[O:22]1[CH2:23][CH2:24][CH2:25][CH2:26]1>>[C:1]([CH3:2])([CH3:3])([CH3:4])[O:5][C:6](=[O:7])[N:8]1[CH2:9][CH:10]2[CH:11]([CH2:12][CH2:13]1)[NH:14][C:15](=[O:18])[CH2:16][O:19]2.